This data is from the Open Reaction Database (ORD), a public repository of structured organic reaction records. The task is: describe an organic reaction: reactants, conditions, products, and yield Reactants: O(CC)C=1C=C(C=C(C1OCC)OCC)C=1C=CC(=NC1)N1CCN(CCC1)C1=NC=C(C=C1)C1=CC(=C(C(=C1)OCC)OCC)OCC (1,4-bis[5-(3,4,5-triethoxylphenyl)-2-pyridyl]hexahydro-1,4-diazepine), CS(=O)(=O)O (methanesulfonic acid). Run in CO (methanol). Yields the product CS(=O)(=O)O.CS(=O)(=O)O.C(C)OC=1C=C(C=C(C1OCC)OCC)C=1C=CC(=NC1)N1CCN(CCC1)C1=NC=C(C=C1)C1=CC(=C(C(=C1)OCC)OCC)OCC (1,4-Bis[5-(3,4,5-triethoxyphenyl)-2-pyridyl]hexahydro-1,4-diazepine Dimethanesulfonate). The yield is 74.6%. As a reaction SMILES: [O:1]([C:4]1[CH:5]=[C:6]([C:16]2[CH:17]=[CH:18][C:19]([N:22]3[CH2:28][CH2:27][CH2:26][N:25]([C:29]4[CH:34]=[CH:33][C:32]([C:35]5[CH:40]=[C:39]([O:41][CH2:42][CH3:43])[C:38]([O:44][CH2:45][CH3:46])=[C:37]([O:47][CH2:48][CH3:49])[CH:36]=5)=[CH:31][N:30]=4)[CH2:24][CH2:23]3)=[N:20][CH:21]=2)[CH:7]=[C:8]([O:13][CH2:14][CH3:15])[C:9]=1[O:10][CH2:11][CH3:12])[CH2:2][CH3:3].[CH3:50][S:51]([OH:54])(=[O:53])=[O:52]>CO>[CH3:50][S:51]([OH:54])(=[O:53])=[O:52].[CH3:50][S:51]([OH:54])(=[O:53])=[O:52].[CH2:48]([O:47][C:37]1[CH:36]=[C:35]([C:32]2[CH:33]=[CH:34][C:29]([N:25]3[CH2:26][CH2:27][CH2:28][N:22]([C:19]4[CH:18]=[CH:17][C:16]([C:6]5[CH:7]=[C:8]([O:13][CH2:14][CH3:15])[C:9]([O:10][CH2:11][CH3:12])=[C:4]([O:1][CH2:2][CH3:3])[CH:5]=5)=[CH:21][N:20]=4)[CH2:23][CH2:24]3)=[N:30][CH:31]=2)[CH:40]=[C:39]([O:41][CH2:42][CH3:43])[C:38]=1[O:44][CH2:45][CH3:46])[CH3:49] |f:3.4.5|. Procedure details: To a solution of 1,4-bis[5-(3,4,5-triethoxylphenyl)-2-pyridyl]hexahydro-1,4-diazepine (77 mg, 0.115 mmol) in methanol (5.0 mL) was added a 1.0 M aqueous methanesulfonic acid (0.23 mL, 0.23 mmol), and the reaction mixture was concentrated under reduced pressure. Ethanol (5.0 mL) was added to the residue, and the resulting mixture was concentrated under reduced pressure. The residue was recrystallized from methanol-diethyl ether to yield the title compound as a pale yellow crystalline powder (melt... Starting materials: ClC1=C(C(=CC(=C1)Cl)OCOCCOC)CCC1CC(CC(O1)=O)O (6-{2-[2,4-dichloro-6-(2-methoxyethoxymethoxy) phenyl]ethyl}-3,4,5,6-tetrahydro-4-hydroxy-2H-pyran-2-one). The reagents and catalysts are [Br-].[Zn+2].[Br-] (Zinc bromide). The solvent is C(Cl)Cl (methylene chloride). Reaction conditions: temperature 20 celsius, time 2 hour. Yields the product ClC1=C(C(=CC(=C1)Cl)O)CCC1CC(CC(O1)=O)O (6-{2-(2,4-Dichloro-6-hydroxyphenyl)ethyl}-3,4,5,6-tetrahydro-4-hydroxy-2H-pyran-2-one). Yield: 16.4%. Reaction SMILES: [Cl:1][C:2]1[CH:7]=[C:6]([Cl:8])[CH:5]=[C:4]([O:9]COCCOC)[C:3]=1[CH2:16][CH2:17][CH:18]1[O:23][C:22](=[O:24])[CH2:21][CH:20]([OH:25])[CH2:19]1>C(Cl)Cl.[Br-].[Zn+2].[Br-]>[Cl:1][C:2]1[CH:7]=[C:6]([Cl:8])[CH:5]=[C:4]([OH:9])[C:3]=1[CH2:16][CH2:17][CH:18]1[O:23][C:22](=[O:24])[CH2:21][CH:20]([OH:25])[CH2:19]1 |f:2.3.4|. Procedure: Zinc bromide (2.4 g, 10 mmole) was added to a solution of 6-{2-[2,4-dichloro-6-(2-methoxyethoxymethoxy) phenyl]ethyl}-3,4,5,6-tetrahydro-4-hydroxy-2H-pyran-2-one (780 mg, 2 mmole) in methylene chloride (12 ml). The resulting mixture was stirred at 20° C. for 2 hours, then quenched with saturated sodium bicarbonate solution (50 ml) and diluted with ether (200 ml). The ethereal layer was washed with brine, dried over MgSO4, filtered and evaporated. The residue was chromatographed on a 50 mm low-pr... Starting materials: C(C)C=1C=CC=C2C(=C3N(C12)C(=NC=C3C)C)CCN(C(C)C)C (9-ethyl-1,4,N-trimethyl-N-(1-methylethyl)pyrimido[1,6-a]indole-5-ethanamine), 8-methoxy-1,4,N-trimethyl-N-(1-methylethyl)pyrimido[1,6-a]indole-5-ethanamine,7-phenylmethoxy-1,4,N-trimethyl-N-(1-methylethyl)pyrimido-[1,6-a]indole-5-ethanamine,1,N-dimethyl-N-(1-methylethyl)-4-propylpyrimido[1,6-a]indole-5-ethanamine,3,4-diethyl-1,N-dimethyl-N-(1-methylethyl)pyrimido[1,6-a]indole-5-ethanamine,1,4-diethyl-N-methyl-N-(1-methylethyl)-3-phenylpyrimido[1,6-a]indole-5-ethanamine, C(CCC)C1=C(N=C(N2C1=C(C1=CC=CC=C21)CCN(C(C)C)C)C)C2=CC=CC=C2 (4-butyl-1,N-dimethyl-N-(1-methylethyl)-3-phenylpyrimido[1,6-a]indole-5-ethanamine). The product is C(C)N(CCC1=C2N(C3=CC=CC=C13)C(=NC=C2C)C)CC (N,N-diethyl-1,4-dimethylpyrimido[1,6-a]indole-5-ethanamine). As a reaction SMILES: C([C:3]1[CH:4]=[CH:5][CH:6]=[C:7]2[C:11]=1[N:10]1[C:12]([CH3:17])=[N:13][CH:14]=[C:15]([CH3:16])[C:9]1=[C:8]2[CH2:18][CH2:19][N:20]([CH3:24])[CH:21]([CH3:23])C)C.[CH2:25](C1C2=C(CCN(C)C(C)C)C3C(N2C(C)=NC=1C1C=CC=CC=1)=CC=CC=3)CCC>>[CH2:24]([N:20]([CH2:21][CH3:23])[CH2:19][CH2:18][C:8]1[C:7]2[C:11](=[CH:3][CH:4]=[CH:5][CH:6]=2)[N:10]2[C:12]([CH3:17])=[N:13][CH:14]=[C:15]([CH3:16])[C:9]=12)[CH3:25]. Reported procedure: Similarly, by replacing 5-(2-chloroethyl)-1,4-dimethylpyrimido-[1,6-a]indole with an equivalent amount of another compound of formula 1 described in Example 12 and using N-methyl-N-(1-methylethyl)amine, the following compounds of formula 1 are obtained, respectively; 9-ethyl-1,4,N-trimethyl-N-(1-methylethyl)pyrimido[1,6-a]indole-5-ethanamine, 8-methoxy-1,4,N-trimethyl-N-(1-methylethyl)pyrimido[1,6-a]indole-5-ethanamine,7-phenylmethoxy-1,4,N-trimethyl-N-(1-methylethyl)pyrimido-[1,6-a]indole-5-eth... Starting materials: CC(C)(C)OC(=O)NCC(=O)ON1C(=O)CCC1=O, CCN(C(C)C)C(C)C, ClCCl, Nc1cnn(CCO)c1N, O=S(=O)(O)O. Yields the product CC(C)(C)OC(=O)NCC(=O)Nc1cnn(CCO)c1N. As a reaction SMILES: [C:16]([CH3:17])([CH3:18])([CH3:19])[O:20][C:21](=[O:22])[NH:23][CH2:24][C:25](=[O:26])[O:27][N:28]1[C:29](=[O:30])[CH2:31][CH2:32][C:33]1=[O:34].[CH2:35]([N:36]([CH:37]([CH3:38])[CH3:39])[CH:40]([CH3:41])[CH3:42])[CH3:43].[CH2:44]([Cl:45])[Cl:46].[NH2:6][c:7]1[cH:8][n:9][n:10]([CH2:13][CH2:14][OH:15])[c:11]1[NH2:12].[S:1](=[O:2])(=[O:3])([OH:4])[OH:5]>>[NH:6]([c:7]1[cH:8][n:9][n:10]([CH2:13][CH2:14][OH:15])[c:11]1[NH2:12])[C:25]([CH2:24][NH:23][C:21]([O:20][C:16]([CH3:17])([CH3:18])[CH3:19])=[O:22])=[O:26]. The reactants are B(F)(F)F.CCOCC (boron trifluoride diethyl etherate), C(=N)(N)NN.Cl (aminoguanidine hydrochloride), BrC1=C(C=C(C=C1)Cl)C(CC1=C(C(=CC=C1F)F)F)=O (2-bromo-5-chlorophenyl-2-(2,3,6-trifluorophenyl)ethanone), C(=N)(N)NN.Cl (aminoguanidine hydrochloride), B(F)(F)F.CCOCC (boron trifluoride diethyl etherate). Run in CO (methanol). Conditions: temperature 100 celsius, time 1 hour. Yields the product BrC1=C(C=C(C=C1)Cl)\C(\CC1=C(C(=CC=C1F)F)F)=N/NC(N)=N ((2Z)-2-[1-(2-bromo-5-chlorophenyl)-2-(2,3,6-trifluorophenyl)ethylidene]hydrazinecarboximidamide). Reaction SMILES: [Br:1][C:2]1[CH:7]=[CH:6][C:5]([Cl:8])=[CH:4][C:3]=1[C:9](=O)[CH2:10][C:11]1[C:16]([F:17])=[CH:15][CH:14]=[C:13]([F:18])[C:12]=1[F:19].[C:21]([NH:24][NH2:25])([NH2:23])=[NH:22].Cl.B(F)(F)F.CCOCC>CO>[Br:1][C:2]1[CH:7]=[CH:6][C:5]([Cl:8])=[CH:4][C:3]=1/[C:9](=[N:25]\[NH:24][C:21](=[NH:22])[NH2:23])/[CH2:10][C:11]1[C:16]([F:17])=[CH:15][CH:14]=[C:13]([F:18])[C:12]=1[F:19] |f:1.2,3.4|. Procedure details: To a screw cap pressure vessel was added the intermediate from Step A (800 mg, 2.20 mmol), aminoguanidine hydrochloride (280 mg, 2.53 mmol), methanol (20 mL) and boron trifluoride diethyl etherate (0.63 mL, 4.95 mmol). After stirring at 100° C. for 1 hour, boron trifluoride diethyl etherate (1 mL) and aminoguanidine hydrochloride (200 mg) were added and the reaction solution heated at 100° C. for 3 hours. The solution was concentrated and the residue partitioned between EtOAc and aqueous 1N NaOH...